Task: describe an organic reaction: reactants, conditions, products, and yield. Dataset: the Open Reaction Database (ORD), a public repository of structured organic reaction records Reactants: C(=O)(O)CCCN([C@@H](C(C)C)C(=O)N[C@@H](C(C)C)C(=O)N(C)[C@H]([C@@H](CC(=O)N1[C@@H](CCC1)[C@@H]([C@H](C(=O)N[C@H](CS(=O)(=O)CC1=CC=CC=C1)CC1=CC=CC=C1)C)OC)OC)[C@H](CC)C)C (N-(3-carboxypropyl)-N-methyl-L-valyl-N-[(3R,4S,5S)-1-{(2S)-2-[(1R,2R)-3-{[(2S)-1-(benzylsulphonyl)-3-phenylpropan-2-yl]amino}-1-methoxy-2-methyl-3-oxopropyl]pyrrolidin-1-yl}-3-methoxy-5-methyl-1-oxoheptan-4-yl]-N-methyl-L-valinamide), Cl.O=C1N(C(C=C1)=O)CCCCCC(=O)NN (6-(2,5-dioxo-2,5-dihydro-1H-pyrrol-1-yl)hexanehydrazide hydrochloride), Intermediate 157. Yields the product O=C1N(C(C=C1)=O)CCCCCC(=O)NNC(CCCN([C@@H](C(C)C)C(=O)N[C@@H](C(C)C)C(=O)N(C)[C@H]([C@@H](CC(=O)N1[C@@H](CCC1)[C@@H]([C@H](C(=O)N[C@H](CS(=O)(=O)CC1=CC=CC=C1)CC1=CC=CC=C1)C)OC)OC)[C@H](CC)C)C)=O (N-(4-{2-[6-(2,5-dioxo-2,5-dihydro-1H-pyrrol-1-yl)hexanoyl]hydrazino}-4-oxobutyl)-N-methyl-L-valyl-N-[(3R,4S,5S)-1-{(2S)-2-[(1R,2R)-3-{[(2S)-1-(benzylsulphonyl)-3-phenylpropan-2-yl]amino}-1-methoxy-2-methyl-3-oxopropyl]pyrrolidin-1-yl}-3-methoxy-5-methyl-1-oxoheptan-4-yl]-N-methyl-L-valinamide). Reaction SMILES: [C:1]([CH2:4][CH2:5][CH2:6][N:7]([CH3:66])[C@H:8]([C:12]([NH:14][C@H:15]([C:19]([N:21]([C@@H:23]([C@@H:62]([CH3:65])[CH2:63][CH3:64])[C@H:24]([O:60][CH3:61])[CH2:25][C:26]([N:28]1[CH2:32][CH2:31][CH2:30][C@H:29]1[C@H:33]([O:58][CH3:59])[C@@H:34]([CH3:57])[C:35]([NH:37][C@@H:38]([CH2:50][C:51]1[CH:56]=[CH:55][CH:54]=[CH:53][CH:52]=1)[CH2:39][S:40]([CH2:43][C:44]1[CH:49]=[CH:48][CH:47]=[CH:46][CH:45]=1)(=[O:42])=[O:41])=[O:36])=[O:27])[CH3:22])=[O:20])[CH:16]([CH3:18])[CH3:17])=[O:13])[CH:9]([CH3:11])[CH3:10])([OH:3])=O.Cl.[O:68]=[C:69]1[CH:73]=[CH:72][C:71](=[O:74])[N:70]1[CH2:75][CH2:76][CH2:77][CH2:78][CH2:79][C:80]([NH:82][NH2:83])=[O:81]>>[O:74]=[C:71]1[CH:72]=[CH:73][C:69](=[O:68])[N:70]1[CH2:75][CH2:76][CH2:77][CH2:78][CH2:79][C:80]([NH:82][NH:83][C:1](=[O:3])[CH2:4][CH2:5][CH2:6][N:7]([CH3:66])[C@H:8]([C:12]([NH:14][C@H:15]([C:19]([N:21]([C@@H:23]([C@@H:62]([CH3:65])[CH2:63][CH3:64])[C@H:24]([O:60][CH3:61])[CH2:25][C:26]([N:28]1[CH2:32][CH2:31][CH2:30][C@H:29]1[C@H:33]([O:58][CH3:59])[C@@H:34]([CH3:57])[C:35]([NH:37][C@@H:38]([CH2:50][C:51]1[CH:56]=[CH:55][CH:54]=[CH:53][CH:52]=1)[CH2:39][S:40]([CH2:43][C:44]1[CH:45]=[CH:46][CH:47]=[CH:48][CH:49]=1)(=[O:42])=[O:41])=[O:36])=[O:27])[CH3:22])=[O:20])[CH:16]([CH3:17])[CH3:18])=[O:13])[CH:9]([CH3:10])[CH3:11])=[O:81] |f:1.2|. Reported procedure: 7.4 mg (7.9 mmol) of N-(3-carboxypropyl)-N-methyl-L-valyl-N-[(3R,4S,5S)-1-{(2S)-2-[(1R,2R)-3-{[(2S)-1-(benzylsulphonyl)-3-phenylpropan-2-yl]amino}-1-methoxy-2-methyl-3-oxopropyl]pyrrolidin-1-yl}-3-methoxy-5-methyl-1-oxoheptan-4-yl]-N-methyl-L-valinamide and 6.2 mg (23.5 mmol) of 6-(2,5-dioxo-2,5-dihydro-1H-pyrrol-1-yl)hexanehydrazide hydrochloride were coupled and worked up in analogy to Intermediate 157. 6.9 mg (74% of theory) of the title compound were obtained as a solid. Starting materials: C(C)(C)(C)OC(=O)N1CC(C1)COC1=C(C=CC(=C1)[N+](=O)[O-])Cl (3-(2-chloro-5-nitro-phenoxymethyl)-azetidine-1-carboxylic acid tert-butyl ester). Reagents/catalysts: [Zn] (Zn). The solvent is CO.O (MeOH H2O), C(C)(=O)O (acetic acid). Conditions: temperature 0 celsius, time 2 hour. The product is C(C)(C)(C)OC(=O)N1CC(C1)COC1=C(C=CC(=C1)N)Cl (3-(5-Amino-2-chloro-phenoxymethyl)-azetidine-1-carboxylic Acid Tert-Butyl Ester). Reaction SMILES: [C:1]([O:5][C:6]([N:8]1[CH2:11][CH:10]([CH2:12][O:13][C:14]2[CH:19]=[C:18]([N+:20]([O-])=O)[CH:17]=[CH:16][C:15]=2[Cl:23])[CH2:9]1)=[O:7])([CH3:4])([CH3:3])[CH3:2]>CO.O.C(O)(=O)C.[Zn]>[C:1]([O:5][C:6]([N:8]1[CH2:11][CH:10]([CH2:12][O:13][C:14]2[CH:19]=[C:18]([NH2:20])[CH:17]=[CH:16][C:15]=2[Cl:23])[CH2:9]1)=[O:7])([CH3:4])([CH3:2])[CH3:3] |f:1.2|. Reported procedure: To a solution of 3-(2-chloro-5-nitro-phenoxymethyl)-azetidine-1-carboxylic acid tert-butyl ester (2.5 g, 7.29 mmol) in 60 mL of MeOH/H2O (1:1) and 3 mL of acetic acid (J. T. Baker) was added Zn powder (2.3 g, 36.47 mmol, Aldrich) at 0° C. The reaction mixture was stirred at 0° C. for 2 h then stirred at 10° C. for 2 h. The resulting mixture was filtered through a Celite® pad and the filtrate was concentrated in vacuo. The residue was treated with 60 mL of saturated aqueous NaHCO3 and extracted w... Starting materials: S1C(=CC=C1)CCCCC(=O)OCC (ethyl 5-(2-thienyl)pentanoate), [OH-].[Na+] (sodium hydroxide), O (water), O1CCCC1 (tetrahydrofuran), O (water). Solvent: C(C)OCC (diethyl ether). Product: S1C(=CC=C1)CCCCC(=O)O (5-(2-thienyl)pentanoic acid). Isolated yield 90.3%. RXN SMILES: [S:1]1[CH:5]=[CH:4][CH:3]=[C:2]1[CH2:6][CH2:7][CH2:8][CH2:9][C:10]([O:12]CC)=[O:11].[OH-].[Na+].O.O1CCCC1>C(OCC)C>[S:1]1[CH:5]=[CH:4][CH:3]=[C:2]1[CH2:6][CH2:7][CH2:8][CH2:9][C:10]([OH:12])=[O:11] |f:1.2|. Reported procedure: A mixture of ethyl 5-(2-thienyl)pentanoate (15.40 g), sodium hydroxide (NaOH) (2.90 g), water (H2O) (18 ml), and tetrahydrofuran (THF) (100 ml) was stirred at reflux for 2.5 hours. The reaction mixture was poured into a mixture of water and diethyl ether (Et2O). The aqueous layer was separated, and acidified with 6 N hydrochloric acid (HCl), and extracted with ethyl acetate (AcOEt). The organic layer was washed with water and brine, and dried over magnesium sulfate (MgSO4), and evaporated to giv... Reactants: C([O-])(O)=O.[Na+] (sodium bicarbonate), CC(C[C@H](C(NC1C(N(C2=C(C=CC=C2C1)N1C(CCC1)=O)CC1=CSC=C1)=O)=O)NC(OC(C)(C)C)=O)C (tert-Butyl (2R)-4-methyl-1-oxo-1-[2-oxo-8-(2-oxopyrrolidin-1-yl)-1-(thiophen-3-ylmethyl)-1,2,3,4-tetrahydroquinolin-3-ylamino]pentan-2-ylcarbamate), resultant mixture, Cl (hydrochloric acid). Solvent: C(C)O (ethanol). Conditions: temperature 50 celsius, time 30 minute. The product is N[C@@H](C(=O)NC1C(N(C2=C(C=CC=C2C1)N1C(CCC1)=O)CC1=CSC=C1)=O)CC(C)C ((2R)-2-amino-4-methyl-N-[2-oxo-8-(2-oxopyrrolidin-1-yl)-1-(thiophen-3-ylmethyl)-1,2,3,4-tetrahydroquinolin-3-yl]pentanamide). RXN SMILES: [CH3:1][CH:2]([CH3:39])[CH2:3][C@@H:4]([NH:31]C(=O)OC(C)(C)C)[C:5](=[O:30])[NH:6][CH:7]1[CH2:16][C:15]2[C:10](=[C:11]([N:17]3[CH2:21][CH2:20][CH2:19][C:18]3=[O:22])[CH:12]=[CH:13][CH:14]=2)[N:9]([CH2:23][C:24]2[CH:28]=[CH:27][S:26][CH:25]=2)[C:8]1=[O:29].Cl.C(=O)(O)[O-].[Na+]>C(O)C>[NH2:31][C@H:4]([CH2:3][CH:2]([CH3:39])[CH3:1])[C:5]([NH:6][CH:7]1[CH2:16][C:15]2[C:10](=[C:11]([N:17]3[CH2:21][CH2:20][CH2:19][C:18]3=[O:22])[CH:12]=[CH:13][CH:14]=2)[N:9]([CH2:23][C:24]2[CH:28]=[CH:27][S:26][CH:25]=2)[C:8]1=[O:29])=[O:30] |f:2.3|. Reported procedure: tert-Butyl (2R)-4-methyl-1-oxo-1-[2-oxo-8-(2-oxopyrrolidin-1-yl)-1-(thiophen-3-ylmethyl)-1,2,3,4-tetrahydroquinolin-3-ylamino]pentan-2-ylcarbamate (588 mg) was dissolved in ethanol (2.9 mL), and concentrated hydrochloric acid (1.2 mL) was added thereto. The mixture was heated at 50° C. while being stirred for 30 minutes. The resultant mixture was neutralized with saturated sodium bicarbonate solution under cooling on ice. Subsequently, the mixture was extracted with ethyl acetate, and the aqueou... Reactants: FC=1C=C(C=CC1C(=O)O)C1=CC=C(C=C1)C(CC(=O)C1=CC(=NC=C1)C)C1=C(C=CC=C1)C (3-fluoro-4′-[3-(2-methyl-pyridin-4-yl)-3-oxo-1-o-tolyl-propyl]-biphenyl-4-carboxylic acid), Cl.NO (hydroxylamine hydrochloride), C(=O)(O)[O-].[Na+] (NaHCO3). The product is FC=1C=C(C=CC1C(=O)O)C1=CC=C(C=C1)C(CC(C1=CC(=NC=C1)C)=NO)C1=C(C=CC=C1)C (3-Fluoro-4′-[3-[hydroxyimino]-3-(2-methyl-pyridin-4-yl)-1-o-tolyl-propyl]-biphenyl-4-carboxylic acid). RXN SMILES: [F:1][C:2]1[CH:3]=[C:4]([C:11]2[CH:16]=[CH:15][C:14]([CH:17]([C:28]3[CH:33]=[CH:32][CH:31]=[CH:30][C:29]=3[CH3:34])[CH2:18][C:19]([C:21]3[CH:26]=[CH:25][N:24]=[C:23]([CH3:27])[CH:22]=3)=O)=[CH:13][CH:12]=2)[CH:5]=[CH:6][C:7]=1[C:8]([OH:10])=[O:9].Cl.[NH2:36][OH:37].C([O-])(O)=O.[Na+]>>[F:1][C:2]1[CH:3]=[C:4]([C:11]2[CH:12]=[CH:13][C:14]([CH:17]([C:28]3[CH:33]=[CH:32][CH:31]=[CH:30][C:29]=3[CH3:34])[CH2:18][C:19](=[N:36][OH:37])[C:21]3[CH:26]=[CH:25][N:24]=[C:23]([CH3:27])[CH:22]=3)=[CH:15][CH:16]=2)[CH:5]=[CH:6][C:7]=1[C:8]([OH:10])=[O:9] |f:1.2,3.4|. Reported procedure: In analogy to example 74, step 7, from 3-fluoro-4′-[3-(2-methyl-pyridin-4-yl)-3-oxo-1-o-tolyl-propyl]-biphenyl-4-carboxylic acid and hydroxylamine hydrochloride in the presence of NaHCO3 was prepared the title compound as a mixture of E and Z isomers (5.8:1) as a colorless oil, MS (ESI+): m/z=469.1917 ([M+H]+). Starting materials: [N+](=O)([O-])C1=CC=C(C=C1)S(=O)(=O)N1CCN(CC1)C1=C(C=CC=C1)OC (1-[(p-nitrophenyl)sulfonyl]-4-(o-methoxyphenyl)piperazine), [H][H] (hydrogen). Reagents/catalysts: [Pt]=O (platinum oxide). Run in C(Cl)(Cl)Cl (chloroform). Product: NC1=CC=C(C=C1)S(=O)(=O)N1CCN(CC1)C1=C(C=CC=C1)OC (1-[(p-aminophenyl)sulfonyl]-4-(o-methoxyphenyl)-piperazine). The yield is 41.3%. RXN SMILES: [N+:1]([C:4]1[CH:9]=[CH:8][C:7]([S:10]([N:13]2[CH2:18][CH2:17][N:16]([C:19]3[CH:24]=[CH:23][CH:22]=[CH:21][C:20]=3[O:25][CH3:26])[CH2:15][CH2:14]2)(=[O:12])=[O:11])=[CH:6][CH:5]=1)([O-])=O.[H][H]>[Pt]=O.C(Cl)(Cl)Cl>[NH2:1][C:4]1[CH:9]=[CH:8][C:7]([S:10]([N:13]2[CH2:18][CH2:17][N:16]([C:19]3[CH:24]=[CH:23][CH:22]=[CH:21][C:20]=3[O:25][CH3:26])[CH2:15][CH2:14]2)(=[O:11])=[O:12])=[CH:6][CH:5]=1. Reported procedure: A mixture of 5.00 g (0.0133 m) of 1-[(p-nitrophenyl)sulfonyl]-4-(o-methoxyphenyl)piperazine, 0.28 g of platinum oxide and 150 ml of chloroform is shaken under pressure in a Parr hydrogenator. After hydrogen ceases to be taken up (1 hour), the reaction mixture is filtered through a fine sintered glass funnel. The filtrate is taken to dryness and crystallized once from methanol/methylene chloride and a second time from methanol to give 1.9 g (41%) of 1-[(p-aminophenyl)sulfonyl]-4-(o-methoxyphenyl)... Reactants: COCCOC, O=C(OO)c1cccc(Cl)c1, COc1ccc(Cn2cc(-c3ccncc3)c(-c3cccc(N=C(c4ccccc4)c4ccccc4)c3)n2)cc1. Yields the product COc1ccc(Cn2cc(-c3cc[n+]([O-])cc3)c(-c3cccc(N=C(c4ccccc4)c4ccccc4)c3)n2)cc1. As a reaction SMILES: [CH2:52]([CH2:53][O:54][CH3:55])[O:56][CH3:57].[Cl:41][c:42]1[cH:43][cH:44][cH:45][c:46]([C:47]([O:48][OH:50])=[O:49])[cH:51]1.[c:1]1([C:7](=[N:8][c:9]2[cH:10][c:11](-[c:15]3[n:16][n:17]([CH2:26][c:27]4[cH:28][cH:29][c:30]([O:33][CH3:34])[cH:31][cH:32]4)[cH:18][c:19]3-[c:20]3[cH:21][cH:22][n:23][cH:24][cH:25]3)[cH:12][cH:13][cH:14]2)[c:35]2[cH:36][cH:37][cH:38][cH:39][cH:40]2)[cH:2][cH:3][cH:4][cH:5][cH:6]1>>[c:1]1([C:7](=[N:8][c:9]2[cH:10][c:11](-[c:15]3[n:16][n:17]([CH2:26][c:27]4[cH:28][cH:29][c:30]([O:33][CH3:34])[cH:31][cH:32]4)[cH:18][c:19]3-[c:20]3[cH:21][cH:22][n+:23]([O-:49])[cH:24][cH:25]3)[cH:12][cH:13][cH:14]2)[c:35]2[cH:36][cH:37][cH:38][cH:39][cH:40]2)[cH:2][cH:3][cH:4][cH:5][cH:6]1. The reactants are COC(=O)C12CCC(N)(CC1)CC2, COC(=O)C1CCC(NS(=O)(=O)c2ccc(Cl)c([N+](=O)[O-])c2)CC1, NS(=O)(=O)c1ccc(C(F)(F)F)cc1. The product is COC(=O)C12CCC(NS(=O)(=O)c3ccc(C(F)(F)F)cc3)(CC1)CC2. RXN SMILES: [CH3:1][O:2][C:3](=[O:4])[C:5]12[CH2:6][CH2:7][C:8]([NH2:13])([CH2:9][CH2:10]1)[CH2:11][CH2:12]2.[Cl:28][c:29]1[cH:30][cH:31][c:32]([S:33]([NH:34][CH:35]2[CH2:36][CH2:37][CH:38]([C:39]([O:40][CH3:41])=[O:42])[CH2:43][CH2:44]2)(=[O:45])=[O:46])[cH:47][c:48]1[N+:49]([O-:50])=[O:51].[F:14][C:15]([c:16]1[cH:17][cH:18][c:19]([S:22](=[O:23])(=[O:24])[NH2:25])[cH:20][cH:21]1)([F:26])[F:27]>>[CH3:1][O:2][C:3](=[O:4])[C:5]12[CH2:6][CH2:7][C:8]([NH:13][S:22]([c:19]3[cH:18][cH:17][c:16]([C:15]([F:14])([F:26])[F:27])[cH:21][cH:20]3)(=[O:23])=[O:24])([CH2:9][CH2:10]1)[CH2:11][CH2:12]2. Reactants: ClC(Cl)Cl, CCOC(=O)CC(=O)c1ccc(F)cc1, O=S(=O)(Cl)Cl. Yields the product CCOC(=O)CC(=O)c1ccc(F)cc1Cl. RXN SMILES: [CH:21]([Cl:22])([Cl:23])[Cl:24].[F:1][c:2]1[cH:3][cH:4][c:5]([C:6](=[O:7])[CH2:8][C:9](=[O:10])[O:11][CH2:12][CH3:13])[cH:14][cH:15]1.[S:16]([Cl:17])(=[O:18])([Cl:19])=[O:20]>>[F:1][c:2]1[cH:3][c:4]([Cl:19])[c:5]([C:6](=[O:7])[CH2:8][C:9](=[O:10])[O:11][CH2:12][CH3:13])[cH:14][cH:15]1. Yields the product CC1COCCN1c1cc(C2(S(C)(=N)=O)CC2)nc(-c2cncc3c2ccn3C(=O)OC(C)(C)C)n1. Reaction SMILES: [Br:1][c:2]1[c:3]2[c:4]([cH:5][n:6][cH:7]1)[n:8]([C:11](=[O:12])[O:13][C:14]([CH3:15])([CH3:16])[CH3:17])[cH:9][cH:10]2.[CH3:19][C:20](=[O:21])[O-:22].[Cl:23][c:24]1[n:25][c:26]([C:37]2([S:40](=[O:41])(=[NH:42])[CH3:43])[CH2:38][CH2:39]2)[cH:27][c:28]([N:30]2[CH:31]([CH3:36])[CH2:32][O:33][CH2:34][CH2:35]2)[n:29]1.[K+:18].[Na+:44].[Na+:45].[O-:46][C:47](=[O:48])[O-:49].[O:50]1[CH2:51][CH2:52][O:53][CH2:54][CH2:55]1.[Pd:56]([Cl:57])[Cl:58].[c:59]1([P:60]([c:61]2[cH:62][cH:63][cH:64][cH:65][cH:66]2)[c:67]2[cH:68][cH:69][cH:70][cH:71][cH:72]2)[cH:73][cH:74][cH:75][cH:76][cH:77]1.[c:78]1([P:79]([c:80]2[cH:81][cH:82][cH:83][cH:84][cH:85]2)[c:86]2[cH:87][cH:88][cH:89][cH:90][cH:91]2)[cH:92][cH:93][cH:94][cH:95][cH:96]1>>[c:2]1(-[c:24]2[n:25][c:26]([C:37]3([S:40](=[O:41])(=[NH:42])[CH3:43])[CH2:38][CH2:39]3)[cH:27][c:28]([N:30]3[CH:31]([CH3:36])[CH2:32][O:33][CH2:34][CH2:35]3)[n:29]2)[c:3]2[c:4]([cH:5][n:6][cH:7]1)[n:8]([C:11](=[O:12])[O:13][C:14]([CH3:15])([CH3:16])[CH3:17])[cH:9][cH:10]2. The reactants are CC(C)(C)OC(=O)n1ccc2c(Br)cncc21, CC(=O)[O-], CC1COCCN1c1cc(C2(S(C)(=N)=O)CC2)nc(Cl)n1, [K+], [Na+], [Na+], O=C([O-])[O-], C1COCCO1, Cl[Pd]Cl, c1ccc(P(c2ccccc2)c2ccccc2)cc1, c1ccc(P(c2ccccc2)c2ccccc2)cc1.